describe an organic reaction: reactants, conditions, products, and yield From a dataset of the Open Reaction Database (ORD), a public repository of structured organic reaction records. Reactants: Cl (hydrogen chloride), F[C@H]1C([C@]2(C)[C@@H](C1)[C@@H]1[C@@H](C(C34C(C(C=C([C@]3(C)[C@H]1CC2)C)=O)O4)=C)C)=O (16α-fluoro-4,5-epoxy-1,7α-dimethyl-6-methylenandrost-1-ene-3,17-dione), O (water). Run in C(C)(=O)O (acetic acid). Product: F[C@H]1C([C@]2(C)[C@@H](C1)[C@@H]1[C@@H](C(C3=C(C(C=C([C@]3(C)[C@H]1CC2)C)=O)Cl)=C)C)=O (16α-fluoro-4-chloro-1,7α-dimethyl-6-methylenandrosta-1,4-diene-3,17-dione). RXN SMILES: [ClH:1].[F:2][C@@H:3]1[CH2:8][C@H:7]2[C@H:9]3[C@H:19]([CH2:20][CH2:21][C@:5]2([CH3:6])[C:4]1=[O:27])[C@:17]1([CH3:18])[C:12]2(O[CH:13]2[C:14](=[O:23])[CH:15]=[C:16]1[CH3:22])[C:11](=[CH2:25])[C@H:10]3[CH3:26].O>C(O)(=O)C>[F:2][C@@H:3]1[CH2:8][C@H:7]2[C@H:9]3[C@H:19]([CH2:20][CH2:21][C@:5]2([CH3:6])[C:4]1=[O:27])[C@:17]1([CH3:18])[C:12](=[C:13]([Cl:1])[C:14](=[O:23])[CH:15]=[C:16]1[CH3:22])[C:11](=[CH2:25])[C@H:10]3[CH3:26]. Procedure: Gaseous hydrogen chloride is introduced for about 30 min into a solution of 16α-fluoro-4,5-epoxy-1,7α-dimethyl-6-methylenandrost-1-ene-3,17-dione (359 mg) in glacial acetic acid (5 ml). Thereupon water is added, the precipitate filtered off, washed with diethylether and chromatographed on silica gel to yield pure 16α-fluoro-4-chloro-1,7α-dimethyl-6-methylenandrosta-1,4-diene-3,17-dione (264 mg). Found: C 70.05, H 6.89, Cl 9.32, F 4.99. C22H26ClFO2 requires: C 70.11, H 6.95, Cl 9.41, F 5.04. Reactants: OC1=C(C=CC=C1)CN1C=NC=2CN(C(CC21)C(=O)OCC)C(C(C2=CC=CC=C2)C2=CC=CC=C2)=O (ethyl 1-(2-hydroxyphenyl)methyl-5-diphenylacetyl-4,5,6,7-tetrahydro-1H-imidazo[4,5-c]-pyridine-6-carboxylate), [OH-].[Na+] (NaOH). Yields the product OC1=C(C=CC=C1)CN1C=NC=2CN(C(CC21)C(=O)O)C(C(C2=CC=CC=C2)C2=CC=CC=C2)=O (1-(2-Hydroxyphenyl)methyl-5-diphenylacetyl-4,5,6,7-tetrahydro-1H-imidazo[4,5-c]pyridine-6-carboxylic acid). Procedure details: A solution of the product from Example 16 (2.35 g) in 25 mL THF-methanol (2:1) is treated with 10 mL 1N NaOH, stirring 90 min at 25° C. After treatment with 10 mL 1N HCl, the mixture is diluted with 60 mL methanol-water (2:1) and concentrated in vacuo until a thick slurry forms. The slurry is diluted with water and the desired carboxylic acid is collected by filtration. MS (FAB) 468 (M+1); mp 187°-190° C. RXN SMILES: [OH:1][C:2]1[CH:7]=[CH:6][CH:5]=[CH:4][C:3]=1[CH2:8][N:9]1[C:17]2[CH2:16][CH:15]([C:18]([O:20]CC)=[O:19])[N:14]([C:23](=[O:37])[CH:24]([C:31]3[CH:36]=[CH:35][CH:34]=[CH:33][CH:32]=3)[C:25]3[CH:30]=[CH:29][CH:28]=[CH:27][CH:26]=3)[CH2:13][C:12]=2[N:11]=[CH:10]1.[OH-].[Na+]>C1COCC1.CO.Cl.CO.O>[OH:1][C:2]1[CH:7]=[CH:6][CH:5]=[CH:4][C:3]=1[CH2:8][N:9]1[C:17]2[CH2:16][CH:15]([C:18]([OH:20])=[O:19])[N:14]([C:23](=[O:37])[CH:24]([C:31]3[CH:32]=[CH:33][CH:34]=[CH:35][CH:36]=3)[C:25]3[CH:26]=[CH:27][CH:28]=[CH:29][CH:30]=3)[CH2:13][C:12]=2[N:11]=[CH:10]1 |f:1.2,3.4,6.7|. The solvent is Cl (HCl), CO.O (methanol water), C1CCOC1.CO (THF methanol). Reaction conditions: temperature 25 celsius, time 90 minute. Reactants: BrCCCBr, COc1cccc(-c2cc3c(s2)c(-c2cc4ccc(O)cc4n2C(=O)OC(C)(C)C)nn3C(=O)OC(C)(C)C)c1, O=C([O-])[O-], [Cs+], [Cs+]. Yields the product COc1cccc(-c2cc3c(s2)c(-c2cc4ccc(OCCCBr)cc4n2C(=O)OC(C)(C)C)nn3C(=O)OC(C)(C)C)c1. As a reaction SMILES: [Br:47][CH2:48][CH2:49][CH2:50][Br:51].[C:1]([CH3:2])([CH3:3])([CH3:4])[O:5][C:6](=[O:7])[n:8]1[c:9](-[c:18]2[c:19]3[c:20]([n:21]([C:23](=[O:24])[O:25][C:26]([CH3:27])([CH3:28])[CH3:29])[n:22]2)[cH:30][c:31](-[c:33]2[cH:34][c:35]([O:39][CH3:40])[cH:36][cH:37][cH:38]2)[s:32]3)[cH:10][c:11]2[cH:12][cH:13][c:14]([OH:17])[cH:15][c:16]12.[C:41](=[O:42])([O-:43])[O-:44].[Cs+:45].[Cs+:46]>>[C:1]([CH3:2])([CH3:3])([CH3:4])[O:5][C:6](=[O:7])[n:8]1[c:9](-[c:18]2[c:19]3[c:20]([n:21]([C:23](=[O:24])[O:25][C:26]([CH3:27])([CH3:28])[CH3:29])[n:22]2)[cH:30][c:31](-[c:33]2[cH:34][c:35]([O:39][CH3:40])[cH:36][cH:37][cH:38]2)[s:32]3)[cH:10][c:11]2[cH:12][cH:13][c:14]([O:17][CH2:50][CH2:49][CH2:48][Br:47])[cH:15][c:16]12. Run at time 8 hour. Yields the product ClC=1C(=CN2C(C(=CC(=C2C1C)C1CC1)C(=O)OCC)=O)F (ethyl 8-chloro-1-cyclopropyl-7-fluoro-9-methyl-4-oxo-4H-quinolizine-3-carboxylate). The solvent is C(Cl)Cl (methylene chloride). Reactants: ice water, CN(C)C=O (DMF), O=P(Cl)(Cl)Cl (POCl3), OC=1C(=CN2C(C(=CC(=C2C1C)C1CC1)C(=O)OCC)=O)F (ethyl 8-hydroxy-1-cyclopropyl-7-fluoro-9-methyl-4-oxo-4H-quinolizine-3-carboxylate). Reported procedure: Under nitrogen, ethyl 8-hydroxy-1-cyclopropyl-7-fluoro-9-methyl-4-oxo-4H-quinolizine-3-carboxylate (7A, 1.52 g, 5 mmol) was dissolved in methylene chloride (10 mL), and treated with DMF (0.73 g, 10 mmol) and POCl3 (1.53 g, 10 mmol). After stirring overnight, the mixture was poured into 10 mL of ice water. The organic layer was separated, and the aqueous layer was extracted with methylene chloride (10 mL×2). The organic layers were combined, washed with saturated NaHCO3 and brine, dried (MgSO4), ... RXN SMILES: O[C:2]1[C:3]([F:22])=[CH:4][N:5]2[C:10]([C:11]=1[CH3:12])=[C:9]([CH:13]1[CH2:15][CH2:14]1)[CH:8]=[C:7]([C:16]([O:18][CH2:19][CH3:20])=[O:17])[C:6]2=[O:21].CN(C=O)C.O=P(Cl)(Cl)[Cl:30]>C(Cl)Cl>[Cl:30][C:2]1[C:3]([F:22])=[CH:4][N:5]2[C:10]([C:11]=1[CH3:12])=[C:9]([CH:13]1[CH2:15][CH2:14]1)[CH:8]=[C:7]([C:16]([O:18][CH2:19][CH3:20])=[O:17])[C:6]2=[O:21]. Isolated yield 80.3%. Starting materials: C(C)(C)(C)C=1C=C2C=NNC(C2=C(C1)F)=O (6-tert-Butyl-8-fluorophthalazin-1(2H)-one), BrC=1C=NC=C(C1C=O)Br (3,5-dibromopyridine-4-carbaldehyde), COC1=CC=NC2=C3N=CC=C(C3=CC=C12)OC (4,7-dimethoxy-1,10-phenanthroline), C(=O)([O-])[O-].[Cs+].[Cs+] (Cs2CO3). The reagents and catalysts are [Cu]I (CuI). The solvent is O1CCOCC1 (dioxane). Reaction conditions: temperature 110 celsius. The product is BrC=1C=NC=C(C1C=O)N1C(C2=C(C=C(C=C2C=N1)C(C)(C)C)F)=O (3-Bromo-5-(6-tert-butyl-8-fluoro-1-oxo-1,2-dihydrophthalazin-2-yl)pyridine-4-carbaldehyde). Isolated yield 29.2%. As a reaction SMILES: [C:1]([C:5]1[CH:6]=[C:7]2[C:12](=[C:13]([F:15])[CH:14]=1)[C:11](=[O:16])[NH:10][N:9]=[CH:8]2)([CH3:4])([CH3:3])[CH3:2].[Br:17][C:18]1[CH:19]=[N:20][CH:21]=[C:22](Br)[C:23]=1[CH:24]=[O:25].COC1C2C(=C3C(=CC=2)C(OC)=CC=N3)N=CC=1.C([O-])([O-])=O.[Cs+].[Cs+]>[Cu]I.O1CCOCC1>[Br:17][C:18]1[CH:19]=[N:20][CH:21]=[C:22]([N:10]2[N:9]=[CH:8][C:7]3[C:12](=[C:13]([F:15])[CH:14]=[C:5]([C:1]([CH3:4])([CH3:2])[CH3:3])[CH:6]=3)[C:11]2=[O:16])[C:23]=1[CH:24]=[O:25] |f:3.4.5|. Procedure details: A sealed tube equipped with a magnetic stirrer was charged with 6-tert-butyl-8-fluoro-1,2-dihydrophthalazin-1-one 101h (220 mg, 1.0 mmol), 3,5-dibromopyridine-4-carbaldehyde (530 mg, 2.0 mmol), CuI (190 mg, 1.0 mmol), 4,7-dimethoxy-1,10-phenanthroline (244 mg, 1.0 mmol), Cs2CO3 (652 mg, 2.0 mmol) and dioxane (8 mL). After three cycles of vacuum/argon flush, the mixture was heated at 110° C. for 5 h. It was then filtered and the filtrate was evaporated in vacuo. The residue was purified by silica... Starting materials: [C-]#N.[Na+] (sodium cyanide), ice water, C([O-])([O-])=O.[K+].[K+] (potassium carbonate), ClC=1C=C(C(C)(C)O)C=C(C1)Cl (3,5-dichloro-α,α-dimethylbenzyl alcohol), S(O)(O)(=O)=O (sulfuric acid). Run in C(C)(=O)O (acetic acid), C(C)(=O)O (acetic acid). Run at time 1 hour. Yields the product ClC=1C=C(C(C)(C)NC=O)C=C(C1)Cl (N-(3,5-dichloro-α,α-dimethylbenzyl)formamide). Isolated yield 70.7%. Reaction SMILES: [C-]#[N:2].[Na+].S(=O)(=O)(O)O.[Cl:9][C:10]1[CH:11]=[C:12]([CH:17]=[C:18]([Cl:20])[CH:19]=1)[C:13](O)([CH3:15])[CH3:14].[C:21](=[O:24])([O-])[O-].[K+].[K+]>C(O)(=O)C>[Cl:9][C:10]1[CH:11]=[C:12]([CH:17]=[C:18]([Cl:20])[CH:19]=1)[C:13]([NH:2][CH:21]=[O:24])([CH3:15])[CH3:14] |f:0.1,4.5.6|. Reported procedure: To 7 ml of acetic acid, 2.83 g (57.8 mmol) of sodium cyanide was gradually added at a temperature not higher than 20° C. To the suspension thereby obtained, 7 ml of an acetic acid solution of 7 ml of concentrated sulfuric acid was dropwise added at not higher than 20° C., and the mixture was stirred at room temperature for one hour. Then, 10.3 g (50 mmol) of 3,5-dichloro-α,α-dimethylbenzyl alcohol was dropwise added thereto at not higher than 20° C. The reaction mixture was stirred at room tempe... Starting materials: FC=1C=C(COCC2=CC=CC(=N2)N)C=CC1 (6-(3-fluoro-benzyloxymethyl)-pyridin-2-ylamine), ClC1=C(C(=CC(=C1)Cl)C)S(=O)(=O)Cl (2,4-dichloro-6methyl-benzenesulfonyl chloride). The product is ClC1=C(C(=CC(=C1)Cl)C)S(=O)(=O)NC1=NC(=CC=C1)COCC1=CC(=CC=C1)F (2,4-Dichloro-N-[6-(3-fluoro-benzyloxymethyl)-pyridin-2-yl]-6-methyl-benzenesulfonamide). RXN SMILES: [F:1][C:2]1[CH:3]=[C:4]([CH:15]=[CH:16][CH:17]=1)[CH2:5][O:6][CH2:7][C:8]1[N:13]=[C:12]([NH2:14])[CH:11]=[CH:10][CH:9]=1.[Cl:18][C:19]1[CH:24]=[C:23]([Cl:25])[CH:22]=[C:21]([CH3:26])[C:20]=1[S:27](Cl)(=[O:29])=[O:28]>>[Cl:18][C:19]1[CH:24]=[C:23]([Cl:25])[CH:22]=[C:21]([CH3:26])[C:20]=1[S:27]([NH:14][C:12]1[CH:11]=[CH:10][CH:9]=[C:8]([CH2:7][O:6][CH2:5][C:4]2[CH:15]=[CH:16][CH:17]=[C:2]([F:1])[CH:3]=2)[N:13]=1)(=[O:29])=[O:28]. Reported procedure: This material was prepared in analogy to example 1 from 6-(3-fluoro-benzyloxymethyl)-pyridin-2-ylamine (0.06 g) and 2,4-dichloro-6methyl-benzenesulfonyl chloride (0.074 g) as a yellow solid (0.12 g). MS (ESI−): 453.1 ([M−H]−). Reactants: COc1cccc(CO)c1, [H-], [Na+], CN(C)C=O, CCOP(=O)(COS(=O)(=O)C(F)(F)F)OCC. Yields the product CCOP(=O)(COCc1cccc(OC)c1)OCC. Reaction SMILES: [CH3:1][O:2][c:3]1[cH:4][c:5]([CH2:6][OH:7])[cH:8][cH:9][cH:10]1.[H-:11].[Na+:12].[O:30]=[CH:31][N:32]([CH3:33])[CH3:34].[S:13]([O:14][CH2:21][P:22](=[O:23])([O:24][CH2:25][CH3:26])[O:27][CH2:28][CH3:29])([C:15]([F:16])([F:17])[F:18])(=[O:19])=[O:20]>>[CH3:1][O:2][c:3]1[cH:4][c:5]([CH2:6][O:7][CH2:21][P:22](=[O:23])([O:24][CH2:25][CH3:26])[O:27][CH2:28][CH3:29])[cH:8][cH:9][cH:10]1. Starting materials: NC1C(N(C2=C(C(=N1)C=1C(=NC(=NC1)OC)OC)C=C(C=C2)Cl)C)=O (3-amino-7-chloro-5-(2,4-dimethoxy-5-pyrimidinyl)-1,3-dihydro-1-methyl-2H-1,4-benzodiazepin-2-one), C(=S)(Cl)Cl (thiophosgene). The product is ClC=1C=CC2=C(C(=NC(C(N2C)=O)N=C=S)C=2C(=NC(=NC2)OC)OC)C1 (7-Chloro-5-(2,4-dimethoxy-5-pyrimidinyl)-1,3-dihydro-3-isothiocyanato-1-methyl-2H-1,4-benzodiazepin-2-one). The yield is 43.6%. RXN SMILES: [NH2:1][CH:2]1[N:8]=[C:7]([C:9]2[C:10]([O:17][CH3:18])=[N:11][C:12]([O:15][CH3:16])=[N:13][CH:14]=2)[C:6]2[CH:19]=[C:20]([Cl:23])[CH:21]=[CH:22][C:5]=2[N:4]([CH3:24])[C:3]1=[O:25].[C:26](Cl)(Cl)=[S:27]>>[Cl:23][C:20]1[CH:21]=[CH:22][C:5]2[N:4]([CH3:24])[C:3](=[O:25])[CH:2]([N:1]=[C:26]=[S:27])[N:8]=[C:7]([C:9]3[C:10]([O:17][CH3:18])=[N:11][C:12]([O:15][CH3:16])=[N:13][CH:14]=3)[C:6]=2[CH:19]=1. Procedure details: As illustrated in the scheme above and following General Procedure 2, 3-amino-7-chloro-5-(2,4-dimethoxy-5-pyrimidinyl)-1,3-dihydro-1-methyl-2H-1,4-benzodiazepin-2-one (1.15 g, 3.18 mmol) and thiophosgene (0.49 mL, 6.4 mmol) were combined. Purification of the crude product by silica gel column chromatography (9:1 CH2Cl2:EtOAc) provided the title compound as a viscous dark yellow oil (0.560 g, 44%). 1H-NMR (CDCl3): δ 8.60 (s, 1H), 7.55 (dd, J=2.5 Hz, J=8.8 Hz, 1H), 7.33 (d, J=8.8 Hz, 1H), 7.17 (d,... Product: ClC=1C=CC(=C(C1)C(C=C)O)OC(F)F (1-(5-chloro-2-(difluoromethoxy)phenyl)prop-2-en-1-ol). Procedure details: 5-Chloro-2-(difluoromethoxy)benzaldehyde (0.480 g, 2.324 mmol) was dissolved in dry THF (11.62 mL) and the reaction was cooled to −78° C. under argon. Vinyl magnesium bromide (3.49 mL, 3.49 mmol) was then added dropwise. After the reaction was complete, the ice bath was removed and reaction was allowed to warm to rt and stirred for an additional 2 h. The reaction was cooled to 0° C. and then carefully quenched with saturated ammonium chloride. The mixture was then diluted with water and extracte... The solvent is C1CCOC1 (THF). RXN SMILES: [Cl:1][C:2]1[CH:3]=[CH:4][C:5]([O:10][CH:11]([F:13])[F:12])=[C:6]([CH:9]=1)[CH:7]=[O:8].[CH:14]([Mg]Br)=[CH2:15]>C1COCC1>[Cl:1][C:2]1[CH:3]=[CH:4][C:5]([O:10][CH:11]([F:12])[F:13])=[C:6]([CH:7]([OH:8])[CH:14]=[CH2:15])[CH:9]=1. Run at temperature -78 celsius, time 2 hour. The reactants are ClC=1C=CC(=C(C=O)C1)OC(F)F (5-Chloro-2-(difluoromethoxy)benzaldehyde), C(=C)[Mg]Br (Vinyl magnesium bromide). Isolated yield 102.9%.